From a dataset of the Open Reaction Database (ORD), a public repository of structured organic reaction records. describe an organic reaction: reactants, conditions, products, and yield The reactants are resultant mixture, C12(CC3(CC(CC(C1)C3)(C2)O)O)O (1,3,5-adamantanetriol), CN(C)C=O (DMF). Run at temperature 60 celsius. Product: CNC(=O)OC12CC3(CC(CC(C1)C3)(C2)OC(NC)=O)OC(NC)=O (1,3,5-tris(methylcarbamoyloxy)adamantane). Yield: 95.0%. Reaction SMILES: [C:1]12([OH:13])[CH2:10][C:5]3([OH:11])[CH2:6][CH:7]([CH2:9][C:3]([OH:12])([CH2:4]3)[CH2:2]1)[CH2:8]2.C[N:15]([CH:17]=[O:18])[CH3:16]>>[CH3:16][NH:15][C:17]([O:13][C:1]12[CH2:10][C:5]3([O:11][C:17](=[O:18])[NH:15][CH3:16])[CH2:6][CH:7]([CH2:9][C:3]([O:12][C:17](=[O:18])[NH:15][CH3:16])([CH2:4]3)[CH2:2]1)[CH2:8]2)=[O:18]. Procedure: In an atmosphere of nitrogen, 10 mmole of 1,3,5-adamantanetriol obtained by the method of Example 32 and one drop of pyridine were dissolved in 10 mL of DMF. To the mixture, 30 mmole of methylisocyanato was added dropwise with stirring. Cooling of the resultant mixture with ice was started at about the time exothermic reaction began. When the exothermic reaction is completed, the mixture was heated to 60° C. and then stirred for one hour. As a result, the conversion of 1,3,5-adamantanetriol was ... The reactants are CCOCC, CC(=O)Nc1ccc2ccn(Cc3cc(F)cc(F)c3)c2c1, O=[N+]([O-])c1ccccc1SCl. Yields the product CC(=O)Nc1ccc2c(Sc3ccccc3[N+](=O)[O-])cn(Cc3cc(F)cc(F)c3)c2c1. RXN SMILES: [CH3:34][CH2:35][O:36][CH2:37][CH3:38].[F:1][c:2]1[cH:3][c:4]([CH2:5][n:6]2[cH:7][cH:8][c:9]3[cH:10][cH:11][c:12]([NH:15][C:16]([CH3:17])=[O:18])[cH:13][c:14]23)[cH:19][c:20]([F:22])[cH:21]1.[N+:23](=[O:24])([O-:25])[c:26]1[c:27]([S:32][Cl:33])[cH:28][cH:29][cH:30][cH:31]1>>[F:1][c:2]1[cH:3][c:4]([CH2:5][n:6]2[cH:7][c:8]([S:32][c:27]3[c:26]([N+:23](=[O:24])[O-:25])[cH:31][cH:30][cH:29][cH:28]3)[c:9]3[cH:10][cH:11][c:12]([NH:15][C:16]([CH3:17])=[O:18])[cH:13][c:14]23)[cH:19][c:20]([F:22])[cH:21]1.